This data is from the Open Reaction Database (ORD), a public repository of structured organic reaction records. The task is: describe an organic reaction: reactants, conditions, products, and yield Starting materials: [Cl-].[Li+].C(C)(C)[Mg]Cl (Isopropylmagnesium chloride lithium chloride), C(C)(=O)C1CN(CC1)C(=O)OC(C)(C)C (tert-butyl 3-acetylpyrrolidine-1-carboxylate), S1C=NC=C1 (thiazole). Run in O1CCCC1 (tetrahydrofuran), O1CCCC1 (tetrahydrofuran), [Cl-].[NH4+] (ammonium chloride). Conditions: time 40 minute. The product is OC(C)(C=1SC=CN1)C1CN(CC1)C(=O)OC(C)(C)C (tert-butyl 3-[1-hydroxy-1-(1,3-thiazol-2-yl)ethyl]pyrrolidine-1-carboxylate). RXN SMILES: [Cl-].[Li+].C([Mg]Cl)(C)C.[S:8]1[CH:12]=[CH:11][N:10]=[CH:9]1.[C:13]([CH:16]1[CH2:20][CH2:19][N:18]([C:21]([O:23][C:24]([CH3:27])([CH3:26])[CH3:25])=[O:22])[CH2:17]1)(=[O:15])[CH3:14]>O1CCCC1.[Cl-].[NH4+]>[OH:15][C:13]([CH:16]1[CH2:20][CH2:19][N:18]([C:21]([O:23][C:24]([CH3:25])([CH3:27])[CH3:26])=[O:22])[CH2:17]1)([C:9]1[S:8][CH:12]=[CH:11][N:10]=1)[CH3:14] |f:0.1.2,6.7|. Procedure details: Isopropylmagnesium chloride lithium chloride (1.3 M in tetrahydrofuran, 0.6 mL, 0.780 mmol) was added dropwise at room temperature to a flask containing a solution of thiazole (0.050 mL, 0.705 mmol) in tetrahydrofuran (5 mL) with a water bath around the flask. After 40 min, tert-butyl 3-acetylpyrrolidine-1-carboxylate (160 mg, 0.750 mmol) in tetrahydrofuran (5 mL) was added dropwise. After stirring at room temperature for 35 min, the mixture was diluted with saturated aqueous ammonium chloride a... The reactants are COCCC1=C(NC(=C1C(=O)OCC)C)C(=O)OCC (diethyl 3-(2-methoxyethyl)-5-methyl-1H-pyrrole-2,4-dicarboxylate), C1(=CC=CC=C1)B(O)O (phenyl boronic acid), N1=CC=CC=C1 (pyridine). Reagents/catalysts: C(C)(=O)[O-].[Cu+2].C(C)(=O)[O-] (copper acetate). The solvent is ClCCl (dichloromethane). Reaction conditions: time 8 hour. The product is COCCC1=C(N(C(=C1C(=O)OCC)C)C1=CC=CC=C1)C(=O)OCC (diethyl 3-(2-methoxyethyl)-5-methyl-1-phenyl-pyrrole-2,4-dicarboxylate). The yield is 39.7%. As a reaction SMILES: [CH3:1][O:2][CH2:3][CH2:4][C:5]1[C:9]([C:10]([O:12][CH2:13][CH3:14])=[O:11])=[C:8]([CH3:15])[NH:7][C:6]=1[C:16]([O:18][CH2:19][CH3:20])=[O:17].[C:21]1(B(O)O)[CH:26]=[CH:25][CH:24]=[CH:23][CH:22]=1.N1C=CC=CC=1>C([O-])(=O)C.[Cu+2].C([O-])(=O)C.ClCCl>[CH3:1][O:2][CH2:3][CH2:4][C:5]1[C:9]([C:10]([O:12][CH2:13][CH3:14])=[O:11])=[C:8]([CH3:15])[N:7]([C:21]2[CH:26]=[CH:25][CH:24]=[CH:23][CH:22]=2)[C:6]=1[C:16]([O:18][CH2:19][CH3:20])=[O:17] |f:3.4.5|. Reported procedure: A mixture of diethyl 3-(2-methoxyethyl)-5-methyl-1H-pyrrole-2,4-dicarboxylate (100 mg, 0.35 mmol), phenyl boronic acid (130 mg, 1.06 mmol), copper acetate (130 mg, 0.71 mmol), dry pyridine (110 mg, 1.40 mmol), molecular sieves (400 mg) and dichloromethane (10 mL) was purged with argon gas for 30 min and stirred overnight. The mixture was filtered through a celite bed, washed with dichloromethane (15 mL) and concentrated under reduced pressure. The crude compound was purified by column chromatogr... Starting materials: O=C([C@H](O)[C@@H](O)[C@@H](O)[C@H](O)C(=O)O)O (galactaric acid), O (water), CNC(C)C\C=C\C1=CC(=CC=C1)N(C)C ((4E)-N-methyl-5-(3-(dimethylamino)phenyl)-4-penten-2-amine). The solvent is CO (methanol). Conditions: temperature 60 celsius, time 16 hour. Yields the product O=C([C@H](O)[C@@H](O)[C@@H](O)[C@H](O)C(=O)O)O.CNC(C)C\C=C\C1=CC(=CC=C1)N(C)C.CNC(C)C\C=C\C1=CC(=CC=C1)N(C)C ((4E)-N-Methyl-5-(3-(dimethylamino)phenyl)-4-penten-2-amine Hemigalactarate). Isolated yield 74.9%. Reaction SMILES: [O:1]=[C:2]([OH:14])[C@@H:3]([C@H:5]([C@H:7]([C@@H:9]([C:11]([OH:13])=[O:12])[OH:10])[OH:8])[OH:6])[OH:4].O.[CH3:16][NH:17][CH:18]([CH2:20]/[CH:21]=[CH:22]/[C:23]1[CH:28]=[CH:27][CH:26]=[C:25]([N:29]([CH3:31])[CH3:30])[CH:24]=1)[CH3:19]>CO>[O:1]=[C:2]([OH:14])[C@@H:3]([C@H:5]([C@H:7]([C@@H:9]([C:11]([OH:13])=[O:12])[OH:10])[OH:8])[OH:6])[OH:4].[CH3:16][NH:17][CH:18]([CH2:20]/[CH:21]=[CH:22]/[C:23]1[CH:28]=[CH:27][CH:26]=[C:25]([N:29]([CH3:31])[CH3:30])[CH:24]=1)[CH3:19].[CH3:16][NH:17][CH:18]([CH2:20]/[CH:21]=[CH:22]/[C:23]1[CH:28]=[CH:27][CH:26]=[C:25]([N:29]([CH3:31])[CH3:30])[CH:24]=1)[CH3:19] |f:4.5.6|. Procedure details: In succession, galactaric acid (95 mg, 0.45 mmol) and water (0.5 mL) were added to a solution of (4E)-N-methyl-5-(3-(dimethylamino)phenyl)-4-penten-2-amine (198 mg, 0.907 mmol) in methanol (4 mL). The mixture was warmed to 60° C. and filtered through a glass wool plug. The filtrate was diluted with ethanol (4 mL) and kept at −4° C. for 16 h. Filtration and vacuum drying at 40° C., gave 218 mg (74.9% yield) of white powder, mp 164-166° C. Starting materials: [BH3-]C#N, CC(=O)[O-], CO, O=C1CCCc2c1[nH]c1ccc(Cl)cc21, Cl, [NH4+], [Na+]. The product is NC1CCCc2c1[nH]c1ccc(Cl)cc21. As a reaction SMILES: [C:21](#[N:22])[BH3-:23].[CH3:17][C:18](=[O:19])[O-:20].[CH3:26][OH:27].[Cl:1][c:2]1[cH:3][c:4]2[c:5]3[c:10]([nH:11][c:12]2[cH:13][cH:14]1)[C:9](=[O:15])[CH2:8][CH2:7][CH2:6]3.[ClH:25].[NH4+:16].[Na+:24]>>[Cl:1][c:2]1[cH:3][c:4]2[c:5]3[c:10]([nH:11][c:12]2[cH:13][cH:14]1)[CH:9]([NH2:22])[CH2:8][CH2:7][CH2:6]3. Reaction SMILES: [F:1][C:2]1[CH:7]=[CH:6][C:5]([CH2:8][C:9]2[CH:18]=[C:17]3[C:12]([C:13]([OH:33])=[C:14]([C:28]([O:30]CC)=O)[C:15](=[O:27])[N:16]3[CH2:19][C:20](=[O:26])[N:21]3[CH2:25][CH2:24][CH2:23][CH2:22]3)=[N:11][CH:10]=2)=[CH:4][CH:3]=1.[CH3:34][NH2:35]>>[F:1][C:2]1[CH:3]=[CH:4][C:5]([CH2:8][C:9]2[CH:18]=[C:17]3[C:12]([C:13]([OH:33])=[C:14]([C:28]([NH:35][CH3:34])=[O:30])[C:15](=[O:27])[N:16]3[CH2:19][C:20](=[O:26])[N:21]3[CH2:22][CH2:23][CH2:24][CH2:25]3)=[N:11][CH:10]=2)=[CH:6][CH:7]=1. Procedure: This compound was prepared from ethyl 7-[(4-fluorophenyl)methyl]-4-hydroxy-2-oxo-1-[2-oxo-2-(1-pyrrolidinyl)ethyl]-1,2-dihydro-1,5-naphthyridine-3-carboxylate and methylamine employing methods similar to those those described in Example 9 and was purified by reverse phase preparative HPLC (C-18 stationary phase;10-100% CH3CN/water/0.1% formic acid mobile phase). The product was obtained as a white solid: 1H NMR (CDCl3) δ 14.3 (1H, br), 9.94 (1H, m), 8.54 (1H, s), 7.14 (3H, m), 7.02 (2H, t, J=8.6... The product is FC1=CC=C(C=C1)CC1=CN=C2C(=C(C(N(C2=C1)CC(N1CCCC1)=O)=O)C(=O)NC)O (7-[(4-Fluorophenyl)methyl]-4-hydroxy-N-methyl-2-oxo-1-[2-oxo-2-(1-pyrrolidinyl)ethyl]-1,2-dihydro-1,5-naphthyridine-3-carboxamide). Starting materials: FC1=CC=C(C=C1)CC1=CN=C2C(=C(C(N(C2=C1)CC(N1CCCC1)=O)=O)C(=O)OCC)O (ethyl 7-[(4-fluorophenyl)methyl]-4-hydroxy-2-oxo-1-[2-oxo-2-(1-pyrrolidinyl)ethyl]-1,2-dihydro-1,5-naphthyridine-3-carboxylate), CN (methylamine). The reactants are compound, ClCC=1SC=C(N1)C=1C=C2C3=C(N(C2=CC1)C)N(C(C(=C3)C3=C(C=C(C=C3)Cl)Cl)=O)C (6-(2-chloromethylthiazol-4-yl)-3-(2,4-dichlorophenyl)-1,9-dimethyl-1,9-dihydropyrido[2,3-b]indol-2-one), N1CCOCC1 (morpholine). Yields the product ClC1=C(C=CC(=C1)Cl)C1=CC2=C(N(C3=CC=C(C=C23)C=2N=C(SC2)CN2CCOCC2)C)N(C1=O)C (3-(2,4-Dichlorophenyl)-1,9-dimethyl-6-(2-morpholin-4-ylmethyl-thiazol-4-yl)-1,9-dihydropyrido[2,3-b]indol-2-one). RXN SMILES: Cl[CH2:2][C:3]1[S:4][CH:5]=[C:6]([C:8]2[CH:9]=[C:10]3[C:14](=[CH:15][CH:16]=2)[N:13]([CH3:17])[C:12]2[N:18]([CH3:31])[C:19](=[O:30])[C:20]([C:22]4[CH:27]=[CH:26][C:25]([Cl:28])=[CH:24][C:23]=4[Cl:29])=[CH:21][C:11]3=2)[N:7]=1.[NH:32]1[CH2:37][CH2:36][O:35][CH2:34][CH2:33]1>>[Cl:29][C:23]1[CH:24]=[C:25]([Cl:28])[CH:26]=[CH:27][C:22]=1[C:20]1[C:19](=[O:30])[N:18]([CH3:31])[C:12]2[N:13]([CH3:17])[C:14]3[C:10]([C:11]=2[CH:21]=1)=[CH:9][C:8]([C:6]1[N:7]=[C:3]([CH2:2][N:32]2[CH2:37][CH2:36][O:35][CH2:34][CH2:33]2)[S:4][CH:5]=1)=[CH:16][CH:15]=3. Reported procedure: The process is carried out as in Example 122 above, with the compound from Example 128A 6-(2-chloromethylthiazol-4-yl)-3-(2,4-dichlorophenyl)-1,9-dimethyl-1,9-dihydropyrido[2,3-b]indol-2-one and morpholine.